describe an organic reaction: reactants, conditions, products, and yield From a dataset of the Open Reaction Database (ORD), a public repository of structured organic reaction records. Starting materials: [N+](=O)([O-])C1=C(C=CC=C1)N1SC(=CC1=O)C1=CC=CC=C1 (N-(2-nitrophenyl)-5-phenyl-4-isothiazolin-3-one), C(C)(=O)O (acetic acid), C(C)O (ethanol). Reagents/catalysts: [Fe] (iron). Solvent: O (water). Product: NC1=C(C=CC=C1)N1SC(=CC1=O)C1=CC=CC=C1 (N-(2-aminophenyl) -5-phenyl-4-isothiazolin-3-one). Isolated yield 49.5%. Reaction SMILES: [N+:1]([C:4]1[CH:9]=[CH:8][CH:7]=[CH:6][C:5]=1[N:10]1[C:14](=[O:15])[CH:13]=[C:12]([C:16]2[CH:21]=[CH:20][CH:19]=[CH:18][CH:17]=2)[S:11]1)([O-])=O.C(O)(=O)C.C(O)C>[Fe].O>[NH2:1][C:4]1[CH:9]=[CH:8][CH:7]=[CH:6][C:5]=1[N:10]1[C:14](=[O:15])[CH:13]=[C:12]([C:16]2[CH:21]=[CH:20][CH:19]=[CH:18][CH:17]=2)[S:11]1. Procedure details: A mixture of 0.560 g (1.880 mmol) N-(2-nitrophenyl)-5-phenyl-4-isothiazolin-3-one, 0.450 g (excess) iron powder, 1 mL glacial acetic acid and 15 mL absolute ethanol was stirred at reflux for one hour. The mixture was allowed to cool to room temperature, poured into 150 mL water and extracted with three 100 mL portions of ethyl acetate. The organic layers were combined, dried, filtered and solvent was evaporated. The resulting solid was recrystallized from ethanol/water to provide 0.250 g (0.930 ... Yields the product COC(=O)c1ccc(NC(=O)CCc2ccc3c(c2)OCO3)cc1. Starting materials: O=C(O)CCc1ccc2c(c1)OCO2, CC(C)COC(=O)Cl, C1CCOC1, CN1CCOCC1, CCOCC, COC(=O)c1ccc(N)cc1. RXN SMILES: [CH2:1]1[O:2][c:3]2[cH:4][c:5]([CH2:10][CH2:11][C:12](=[O:13])[OH:14])[cH:6][cH:7][c:8]2[O:9]1.[CH2:22]([O:23][C:24]([Cl:25])=[O:26])[CH:27]([CH3:28])[CH3:29].[CH2:41]1[O:42][CH2:43][CH2:44][CH2:45]1.[CH3:15][N:16]1[CH2:17][CH2:18][O:19][CH2:20][CH2:21]1.[CH3:46][CH2:47][O:48][CH2:49][CH3:50].[NH2:30][c:31]1[cH:32][cH:33][c:34]([C:35](=[O:36])[O:37][CH3:38])[cH:39][cH:40]1>>[CH2:1]1[O:2][c:3]2[cH:4][c:5]([CH2:10][CH2:11][C:12](=[O:14])[NH:30][c:31]3[cH:32][cH:33][c:34]([C:35](=[O:36])[O:37][CH3:38])[cH:39][cH:40]3)[cH:6][cH:7][c:8]2[O:9]1.